This data is from the Open Reaction Database (ORD), a public repository of structured organic reaction records. The task is: describe an organic reaction: reactants, conditions, products, and yield The solvent is O (water), Cl (hydrochloric acid). Procedure details: A solution of 4-iodophenylhydrazine (2 g) in water (70 ml) and 2N hydrochloric acid (4 ml) was stirred at room temperature with 4-dimethylaminobutanal, diethyl acetal (2.6 g) for 3 h. The resulting solution was partitioned between sodium bicarbonate (50 ml) and ethyl acetate (2×50 ml). The combined organic extracts were dried (Na2SO4) and evaporated in vacuo to give an oil (2.3 g), which was used directly in the next stage. RXN SMILES: [I:1][C:2]1[CH:7]=[CH:6][C:5]([NH:8][NH2:9])=[CH:4][CH:3]=1.[CH3:10][N:11]([CH3:17])[CH2:12][CH2:13][CH2:14][CH:15]=O>O.Cl>[I:1][C:2]1[CH:7]=[CH:6][C:5]([NH:8][N:9]=[C:14]([CH2:13][CH2:12][N:11]([CH3:17])[CH3:10])[CH3:15])=[CH:4][CH:3]=1. The reactants are IC1=CC=C(C=C1)NN (4-iodophenylhydrazine), CN(CCCC=O)C (4-dimethylaminobutanal), diethyl acetal. The product is IC1=CC=C(C=C1)NN=C(C)CCN(C)C (4-(dimethylamino)butanone (4-iodophenyl)hydrazone). The reactants are CCO, COc1cc(N)c(Cl)cc1C(=O)NCC1CCN(CCCCN2C(=O)c3ccccc3C2=O)CC1, NN, O. Yields the product COc1cc(N)c(Cl)cc1C(=O)NCC1CCN(CCCCN)CC1. RXN SMILES: [CH3:39][CH2:40][OH:41].[NH2:1][c:2]1[cH:3][c:4]([O:34][CH3:35])[c:5]([C:6](=[O:7])[NH:8][CH2:9][CH:10]2[CH2:11][CH2:12][N:13]([CH2:16][CH2:17][CH2:18][CH2:19][N:20]3[C:21](=[O:22])[c:23]4[c:24]([cH:25][cH:26][cH:27][cH:28]4)[C:29]3=[O:30])[CH2:14][CH2:15]2)[cH:31][c:32]1[Cl:33].[NH2:37][NH2:38].[OH2:36]>>[NH2:1][c:2]1[cH:3][c:4]([O:34][CH3:35])[c:5]([C:6](=[O:7])[NH:8][CH2:9][CH:10]2[CH2:11][CH2:12][N:13]([CH2:16][CH2:17][CH2:18][CH2:19][NH2:20])[CH2:14][CH2:15]2)[cH:31][c:32]1[Cl:33]. As a reaction SMILES: [Br:14][c:15]1[cH:16][cH:17][c:18]([C:21]#[N:22])[n:19][cH:20]1.[C:23](=[O:24])([O-:25])[O-:26].[CH2:29]1[O:30][CH2:31][CH2:32][CH2:33]1.[CH3:1][O:2][C:3](=[O:4])[c:5]1[cH:6][cH:7][c:8]([B:11]([OH:12])[OH:13])[cH:9][cH:10]1.[CH3:35][CH2:36][O:37][C:38]([CH3:39])=[O:40].[K+:27].[K+:28].[OH2:34]>>[CH3:1][O:2][C:3](=[O:4])[c:5]1[cH:6][cH:7][c:8](-[c:15]2[cH:16][cH:17][c:18]([C:21]#[N:22])[n:19][cH:20]2)[cH:9][cH:10]1. Product: COC(=O)c1ccc(-c2ccc(C#N)nc2)cc1. Reactants: N#Cc1ccc(Br)cn1, O=C([O-])[O-], C1CCOC1, COC(=O)c1ccc(B(O)O)cc1, CCOC(C)=O, [K+], [K+], O. Reactants: CCN(C(C)C)C(C)C, O=C(Cl)CCl, Cc1nc2ccccc2n1C1CC2CCC(C1)N2CCC1(c2cccc(F)c2)CCN(C(=O)C(C)(N)C(C)C)CC1. Product: Cc1nc2ccccc2n1C1CC2CCC(C1)N2CCC1(c2cccc(F)c2)CCN(C(=O)C(C)(NC(=O)CCl)C(C)C)CC1. RXN SMILES: [CH:47]([N:48]([CH2:49][CH3:50])[CH:51]([CH3:52])[CH3:53])([CH3:54])[CH3:55].[Cl:42][CH2:43][C:44](=[O:45])[Cl:46].[F:1][c:2]1[cH:3][c:4]([C:8]2([CH2:22][CH2:23][N:24]3[CH:25]4[CH2:26][CH:27]([n:32]5[c:33]([CH3:41])[n:34][c:35]6[c:36]5[cH:37][cH:38][cH:39][cH:40]6)[CH2:28][CH:29]3[CH2:30][CH2:31]4)[CH2:9][CH2:10][N:11]([C:14]([C:15]([CH:16]([CH3:17])[CH3:18])([NH2:19])[CH3:20])=[O:21])[CH2:12][CH2:13]2)[cH:5][cH:6][cH:7]1>>[F:1][c:2]1[cH:3][c:4]([C:8]2([CH2:22][CH2:23][N:24]3[CH:25]4[CH2:26][CH:27]([n:32]5[c:33]([CH3:41])[n:34][c:35]6[c:36]5[cH:37][cH:38][cH:39][cH:40]6)[CH2:28][CH:29]3[CH2:30][CH2:31]4)[CH2:9][CH2:10][N:11]([C:14]([C:15]([CH:16]([CH3:17])[CH3:18])([NH:19][C:44]([CH2:43][Cl:42])=[O:45])[CH3:20])=[O:21])[CH2:12][CH2:13]2)[cH:5][cH:6][cH:7]1. Reactants: N#CC1CC(F)CN1C(=O)CBr, O=C([O-])[O-], C1CCOC1, O=C(O)C(F)(F)F, [K+], [K+], CC(C)(N)CC(=O)N1CCCC1. The product is CC(C)(CC(=O)N1CCCC1)NCC(=O)N1CC(F)CC1C#N. Reaction SMILES: [Br:26][CH2:27][C:28](=[O:29])[N:30]1[CH:31]([C:36]#[N:37])[CH2:32][CH:33]([F:35])[CH2:34]1.[C:20](=[O:21])([O-:22])[O-:23].[CH2:38]1[O:39][CH2:40][CH2:41][CH2:42]1.[F:1][C:2]([F:3])([F:4])[C:5]([OH:6])=[O:7].[K+:24].[K+:25].[NH2:8][C:9]([CH2:10][C:11](=[O:12])[N:13]1[CH2:14][CH2:15][CH2:16][CH2:17]1)([CH3:18])[CH3:19]>>[NH:8]([C:9]([CH2:10][C:11](=[O:12])[N:13]1[CH2:14][CH2:15][CH2:16][CH2:17]1)([CH3:18])[CH3:19])[CH2:27][C:28](=[O:29])[N:30]1[CH:31]([C:36]#[N:37])[CH2:32][CH:33]([F:35])[CH2:34]1. Reaction SMILES: [NH2:1][C:2]1[CH:3]=[C:4]([CH:16]=[CH:17][CH:18]=1)[O:5][C:6]1[CH:11]=[CH:10][N:9]=[C:8]2[NH:12][C:13](=[O:15])[NH:14][C:7]=12.[C:19]1([S:25](Cl)(=[O:27])=[O:26])[CH:24]=[CH:23][CH:22]=[CH:21][CH:20]=1>>[O:15]=[C:13]1[NH:12][C:8]2=[N:9][CH:10]=[CH:11][C:6]([O:5][C:4]3[CH:3]=[C:2]([NH:1][S:25]([C:19]4[CH:24]=[CH:23][CH:22]=[CH:21][CH:20]=4)(=[O:27])=[O:26])[CH:18]=[CH:17][CH:16]=3)=[C:7]2[NH:14]1. Yields the product O=C1NC=2C(=NC=CC2OC=2C=C(C=CC2)NS(=O)(=O)C2=CC=CC=C2)N1 (N-(3-(2-oxo-2,3-dihydro-1H-imidazo[4,5-b]pyridin-7-yloxy)phenyl)benzenesulfonamide). Isolated yield 50.0%. Reactants: NC=1C=C(OC2=C3C(=NC=C2)NC(N3)=O)C=CC1 (7-(3-aminophenoxy)-1H-imidazo[4,5-b]pyridin-2(3H)-one), C1(=CC=CC=C1)S(=O)(=O)Cl (benzenesulfonyl chloride). Reported procedure: Method K was used with 7-(3-aminophenoxy)-1H-imidazo[4,5-b]pyridin-2(3H)-one and benzenesulfonyl chloride to afford the title compound as a brown solid (25 mg, 50%). 1H-NMR (δ, ppm, DMSO-d6): ): 6.21 (s, 1H, HPy,5), 6.77 (s, 2H, Harom), 6.95 (s, 1H, Harom), 7.29 (s, 1H, Harom), 7.53-7.86 (m, 6H, Harom), 10.44 (s, 1H, NHSO2), 11.12 (s, 1H, NHPy3), 11.39 (s, 1H, NHPy2). 13C-NMR (δ, ppm, DMSO-d6): 106.39, 110.14, 113.74, 114.64, 115.83, 126.61, 129.33, 130.82, 133.09, 139.13, 139.36, 141.25, 144.12... Reactants: CC(=O)O, CO, C[Si](C)(C)C#Cc1ccc(Nc2c(C(=O)NOCCO)ccc(F)c2F)c(Cl)c1, [Cs+], [F-]. Product: C#Cc1ccc(Nc2c(C(=O)NOCCO)ccc(F)c2F)c(Cl)c1. Reaction SMILES: [CH3:30][C:31](=[O:32])[OH:33].[CH3:36][OH:37].[Cl:1][c:2]1[c:3]([NH:14][c:15]2[c:16]([C:17](=[O:18])[NH:19][O:20][CH2:21][CH2:22][OH:23])[cH:24][cH:25][c:26]([F:29])[c:27]2[F:28])[cH:4][cH:5][c:6]([C:8]#[C:9][Si:10]([CH3:11])([CH3:12])[CH3:13])[cH:7]1.[Cs+:35].[F-:34]>>[Cl:1][c:2]1[c:3]([NH:14][c:15]2[c:16]([C:17](=[O:18])[NH:19][O:20][CH2:21][CH2:22][OH:23])[cH:24][cH:25][c:26]([F:29])[c:27]2[F:28])[cH:4][cH:5][c:6]([C:8]#[CH:9])[cH:7]1.